From a dataset of the Open Reaction Database (ORD), a public repository of structured organic reaction records. describe an organic reaction: reactants, conditions, products, and yield Starting materials: S(=O)(Cl)Cl (Thionyl chloride), N[C@@H](CC1=CNC2=CC=CC=C12)C(=O)O (L-tryptophan), C(=O)([O-])[O-].[Na+].[Na+] (Na2CO3). Run in O (H2O), CO (MeOH). Reaction conditions: time 24 hour. Product: COC([C@@H](N)CC1=CNC2=CC=CC=C12)=O (L-tryptophan methyl ester). The yield is 98.0%. RXN SMILES: S(Cl)(Cl)=O.[NH2:5][C@H:6]([C:17]([OH:19])=[O:18])[CH2:7][C:8]1[C:16]2[C:11](=[CH:12][CH:13]=[CH:14][CH:15]=2)[NH:10][CH:9]=1.[C:20]([O-])([O-])=O.[Na+].[Na+]>CO.O>[CH3:20][O:18][C:17](=[O:19])[C@H:6]([CH2:7][C:8]1[C:16]2[C:11](=[CH:12][CH:13]=[CH:14][CH:15]=2)[NH:10][CH:9]=1)[NH2:5] |f:2.3.4|. Procedure: Thionyl chloride (4.25 mL, 58.10 mmol, 2.4 eq) was added dropwise to a suspension of L-tryptophan (5.0 g, 24.48 mmol, 1.0 eq) in dry MeOH (50 mL) at −15° C. The cold bath was removed and the solution was stirred at room temperature for 24 h, then concentrated under vacuum at 40° C. gave a residue which was dissolved in H2O (75 mL) and then neutralized with Na2CO3 to a pH 8. Extraction with CHCl3 (3×50 mL) and dried over anhydrous MgSO4. Evaporation of the solvent gave the L-tryptophan methyl est... Starting materials: NC1=NC=C(C=N1)C=1N=C(C2=C(N1)C(=C(S2)CN2CCN(CC2)C(=O)OC(C)(C)C)C)N2CCOCC2 (Tert-butyl 4-((2-(2-aminopyrimidin-5-yl)-7-methyl-4-morpholinothieno[3,2-d]pyrimidin-6-yl)methyl)piperazine-1-carboxylate), C(=O)(C(F)(F)F)O (TFA). Product: CC1=C(SC2=C1N=C(N=C2N2CCOCC2)C=2C=NC(=NC2)N)CN2CCNCC2 (5-(7-methyl-4-morpholino-6-(piperazin-1-ylmethyl)thieno[3,2-d]pyrimidin-2-yl)pyrimidin-2-amine). Yield: 122.5%. RXN SMILES: [NH2:1][C:2]1[N:7]=[CH:6][C:5]([C:8]2[N:9]=[C:10]([N:32]3[CH2:37][CH2:36][O:35][CH2:34][CH2:33]3)[C:11]3[S:16][C:15]([CH2:17][N:18]4[CH2:23][CH2:22][N:21](C(OC(C)(C)C)=O)[CH2:20][CH2:19]4)=[C:14]([CH3:31])[C:12]=3[N:13]=2)=[CH:4][N:3]=1.C(O)(C(F)(F)F)=O>>[CH3:31][C:14]1[C:12]2[N:13]=[C:8]([C:5]3[CH:6]=[N:7][C:2]([NH2:1])=[N:3][CH:4]=3)[N:9]=[C:10]([N:32]3[CH2:33][CH2:34][O:35][CH2:36][CH2:37]3)[C:11]=2[S:16][C:15]=1[CH2:17][N:18]1[CH2:23][CH2:22][NH:21][CH2:20][CH2:19]1. Procedure details: Tert-butyl 4-((2-(2-aminopyrimidin-5-yl)-7-methyl-4-morpholinothieno[3,2-d]pyrimidin-6-yl)methyl)piperazine-1-carboxylate (75 mg) was treated with TFA and purified via reverse phase HPLC to give 74.4 mg of 358. MS (Q1) 427.2 (M)+. Starting materials: BrC=1C=C2C(=C(C=NC2=CC1)C(=O)C1CC1)NC=1C=NC(=CC1)NCCN(C)C ((6-bromo-4-((6-((2-(dimethylamino)ethyl)amino)pyridin-3-yl)amino)quinolin-3-yl)(cyclopropyl)methanone), ClC1=C(C(=CC(=C1)B1OC(C(O1)(C)C)(C)C)F)O (2-chloro-6-fluoro-4-(4,4,5,5-tetramethyl-1,3,2-dioxaborolan-2-yl)phenol), Cl (HCl), C(=O)([O-])[O-].[Cs+].[Cs+] (Cs2CO3). The reagents and catalysts are C1=CC=C(C=C1)P([C-]2C=CC=C2)C3=CC=CC=C3.C1=CC=C(C=C1)P([C-]2C=CC=C2)C3=CC=CC=C3.Cl[Pd]Cl.[Fe+2] (Pd(dppf)Cl2). The solvent is O1CCOCC1 (dioxane). Run at temperature 80 celsius. Product: Cl.Cl.Cl.ClC=1C=C(C=C(C1O)F)C=1C=C2C(=C(C=NC2=CC1)C(=O)C1CC1)NC=1C=NC(=CC1)NCCN(C)C ((6-(3-chloro-5-fluoro-4-hydroxyphenyl)-4-((6-((2-(dimethylamino)ethyl)amino)pyridin-3-yl)amino)quinolin-3-yl)(cyclopropyl)methanone trihydrochloride). Isolated yield 155.2%. Reaction SMILES: Br[C:2]1[CH:3]=[C:4]2[C:9](=[CH:10][CH:11]=1)[N:8]=[CH:7][C:6]([C:12]([CH:14]1[CH2:16][CH2:15]1)=[O:13])=[C:5]2[NH:17][C:18]1[CH:19]=[N:20][C:21]([NH:24][CH2:25][CH2:26][N:27]([CH3:29])[CH3:28])=[CH:22][CH:23]=1.[Cl:30][C:31]1[CH:36]=[C:35](B2OC(C)(C)C(C)(C)O2)[CH:34]=[C:33]([F:46])[C:32]=1[OH:47].C([O-])([O-])=O.[Cs+].[Cs+].[ClH:54]>O1CCOCC1.C1C=CC(P(C2C=CC=CC=2)[C-]2C=CC=C2)=CC=1.C1C=CC(P(C2C=CC=CC=2)[C-]2C=CC=C2)=CC=1.Cl[Pd]Cl.[Fe+2]>[ClH:30].[ClH:54].[ClH:30].[Cl:30][C:31]1[CH:36]=[C:35]([C:2]2[CH:3]=[C:4]3[C:9](=[CH:10][CH:11]=2)[N:8]=[CH:7][C:6]([C:12]([CH:14]2[CH2:16][CH2:15]2)=[O:13])=[C:5]3[NH:17][C:18]2[CH:19]=[N:20][C:21]([NH:24][CH2:25][CH2:26][N:27]([CH3:28])[CH3:29])=[CH:22][CH:23]=2)[CH:34]=[C:33]([F:46])[C:32]=1[OH:47] |f:2.3.4,7.8.9.10,11.12.13.14|. Reported procedure: To a suspension of (6-bromo-4-((6-((2-(dimethylamino)ethyl)amino)pyridin-3-yl)amino)quinolin-3-yl)(cyclopropyl)methanone (91 mg, 0.20 mmol), 2-chloro-6-fluoro-4-(4,4,5,5-tetramethyl-1,3,2-dioxaborolan-2-yl)phenol (82 mg, 0.30 mmol) and Pd(dppf)Cl2 (14.6 mg, 0.02 mmol) in dioxane (6 mL) was added Cs2CO3 (1.0 M in H2O, 0.6 mL, 0.6 mmol). The reaction mixture was degassed with nitrogen and heated at 80° C. for 2 h. The solution was cooled to room temperature, diluted with a satd. aq. NaHCO3 solutio...